The task is: describe an organic reaction: reactants, conditions, products, and yield. This data is from the Open Reaction Database (ORD), a public repository of structured organic reaction records. Starting materials: CC(=O)O, C1CCOC1, COC(=O)Cc1c(-c2ccc(C)cc2)nc2ccc(C)cn12, C[Si](C)(C)[N-][Si](C)(C)C, Cl, [K+], [K+], [K+], O=C([O-])[O-], O=C(Cl)Cc1cccs1. RXN SMILES: [C:54]([OH:55])(=[O:56])[CH3:57].[CH2:49]1[O:50][CH2:51][CH2:52][CH2:53]1.[CH3:1][O:2][C:3]([CH2:4][c:5]1[c:6](-[c:15]2[cH:16][cH:17][c:18]([CH3:21])[cH:19][cH:20]2)[n:7][c:8]2[n:9]1[cH:10][c:11]([CH3:14])[cH:12][cH:13]2)=[O:22].[CH3:23][Si:24]([CH3:25])([CH3:26])[N-:27][Si:28]([CH3:29])([CH3:30])[CH3:31].[ClH:42].[K+:32].[K+:43].[K+:44].[O-:45][C:46]([O-:47])=[O:48].[s:33]1[c:34]([CH2:38][C:39]([Cl:40])=[O:41])[cH:35][cH:36][cH:37]1>>[C:3]([CH2:4][c:5]1[c:6](-[c:15]2[cH:16][cH:17][c:18]([CH3:21])[cH:19][cH:20]2)[n:7][c:8]2[n:9]1[cH:10][c:11]([CH3:14])[cH:12][cH:13]2)(=[O:22])[CH2:38][c:34]1[s:33][cH:37][cH:36][cH:35]1. Product: Cc1ccc(-c2nc3ccc(C)cn3c2CC(=O)Cc2cccs2)cc1. Starting materials: IC=1C=C(C=CC1)N=C=O (3-iodophenylisocyanate), N1CCOCC1 (morpholine). Run in O1CCOCC1 (dioxane). The product is IC=1C=C(C=CC1)NC(=O)N1CCOCC1 (N-(3-iodophenyl)morpholine-4-carboxamide). Reaction SMILES: [I:1][C:2]1[CH:3]=[C:4]([N:8]=[C:9]=[O:10])[CH:5]=[CH:6][CH:7]=1.[NH:11]1[CH2:16][CH2:15][O:14][CH2:13][CH2:12]1>O1CCOCC1>[I:1][C:2]1[CH:3]=[C:4]([NH:8][C:9]([N:11]2[CH2:16][CH2:15][O:14][CH2:13][CH2:12]2)=[O:10])[CH:5]=[CH:6][CH:7]=1. Reported procedure: A solution of 3-iodophenylisocyanate (0.1 g, 0.41 mmol) and morpholine (0.04 mL, 0.45 mmol) in 2 mL dioxane were heated at 100° C. overnight. The solvent was evaporated and the resulting product was used without purification. The reactants are COC=1C=CC2=C(C=CN3C(C2)=NN=C3SC)C1 (8-methoxy-3-methylthio-11H-s-triazolo[3,4-b][3]benzazepine), ClC1=CC(=CC=C1)C(=O)OO (m-chloroperbenzoic acid). Yields the product COC=1C=CC2=C(C=CN3C(C2)=NN=C3S(=O)C)C1 (8-methoxy-3-methylsulfinyl-11H-s-triazolo[3,4-b][3]benzazepine). Reaction SMILES: [CH3:1][O:2][C:3]1[CH:4]=[CH:5][C:6]2[CH2:12][C:11]3=[N:13][N:14]=[C:15]([S:16][CH3:17])[N:10]3[CH:9]=[CH:8][C:7]=2[CH:18]=1.ClC1C=CC=C(C(OO)=[O:27])C=1>>[CH3:1][O:2][C:3]1[CH:4]=[CH:5][C:6]2[CH2:12][C:11]3=[N:13][N:14]=[C:15]([S:16]([CH3:17])=[O:27])[N:10]3[CH:9]=[CH:8][C:7]=2[CH:18]=1. Procedure: By a procedure similar to that described in Example 17, 8-methoxy-3-methylthio-11H-s-triazolo[3,4-b][3]benzazepine was reacted with m-chloroperbenzoic acid to obtain 8-methoxy-3-methylsulfinyl-11H-s-triazolo[3,4-b][3]benzazepine. Colorless needles (as recrystallized from chloroform-methanol), m.p. 241°-242° C. Reactants: O=CC=P(c1ccccc1)(c1ccccc1)c1ccccc1, O=CC1OC1C#CC#CC#Cc1ccccc1, c1ccccc1. Yields the product O=CC=CC1OC1C#CC#CC#Cc1ccccc1. RXN SMILES: [CH:18](=[O:19])[CH:20]=[P:21]([c:22]1[cH:23][cH:24][cH:25][cH:26][cH:27]1)([c:28]1[cH:29][cH:30][cH:31][cH:32][cH:33]1)[c:34]1[cH:35][cH:36][cH:37][cH:38][cH:39]1.[c:1]1([C:7]#[C:8][C:9]#[C:10][C:11]#[C:12][CH:13]2[CH:14]([CH:16]=[O:17])[O:15]2)[cH:2][cH:3][cH:4][cH:5][cH:6]1.[cH:40]1[cH:41][cH:42][cH:43][cH:44][cH:45]1>>[c:1]1([C:7]#[C:8][C:9]#[C:10][C:11]#[C:12][CH:13]2[CH:14]([CH:16]=[CH:20][CH:18]=[O:19])[O:15]2)[cH:2][cH:3][cH:4][cH:5][cH:6]1. Reactants: Cl.[C@@H]1(C[C@H](O)[C@@H](CO)O1)N1C(=O)N=C(N)C=C1 (2'-deoxycytidine hydrochloride), C(C1=CC=CC=C1)N (benzylamine). Reaction conditions: temperature 150 celsius. Yields the product C(C1=CC=CC=C1)NC1=NC(N([C@H]2C[C@H](O)[C@@H](CO)O2)C=C1)=O (N4 -benzyl-2'-deoxycytidine). Reaction SMILES: Cl.[C@@H:2]1([N:10]2[CH:17]=[CH:16][C:14]([NH2:15])=[N:13][C:11]2=[O:12])[O:9][C@H:6]([CH2:7][OH:8])[C@@H:4]([OH:5])[CH2:3]1.[CH2:18](N)[C:19]1[CH:24]=[CH:23][CH:22]=[CH:21][CH:20]=1>>[CH2:18]([NH:15][C:14]1[CH:16]=[CH:17][N:10]([C@@H:2]2[O:9][C@H:6]([CH2:7][OH:8])[C@@H:4]([OH:5])[CH2:3]2)[C:11](=[O:12])[N:13]=1)[C:19]1[CH:24]=[CH:23][CH:22]=[CH:21][CH:20]=1 |f:0.1|. Procedure: To 2'-deoxycytidine hydrochloride (5.28g, 20 mmol, U.S. Biochemical Corp., Cleveland, Ohio) was added benzylamine (20 ml), and the mixture was heated at 150° C. for 3 hours under an argon atmosphere. The solution was concentrated under vacuum to yield a viscous yellow oil, which was partitioned between water (100 ml) and ethyl acetate (100 ml). The aqueous phase was washed with ethyl acetate (100 ml) and separated. The aqueous phase was concentrated under vacuum to yield a yellow syrup (13 g), w... Starting materials: N1CCNCCC1 (homopiperazine), ClC1=NC=CC=N1 (2-chloropyrimidine), C([O-])([O-])=O.[K+].[K+] (potassium carbonate), [I-].[K+] (potassium iodide). Run in C(C)#N (acetonitrile). Product: N1=C(N=CC=C1)N1CCNCCC1 (1-(2-pyrimidyl)homopiperazine). Yield: 48.0%. Reaction SMILES: [NH:1]1[CH2:7][CH2:6][CH2:5][NH:4][CH2:3][CH2:2]1.Cl[C:9]1[N:14]=[CH:13][CH:12]=[CH:11][N:10]=1.C(=O)([O-])[O-].[K+].[K+].[I-].[K+]>C(#N)C>[N:10]1[CH:11]=[CH:12][CH:13]=[N:14][C:9]=1[N:1]1[CH2:7][CH2:6][CH2:5][NH:4][CH2:3][CH2:2]1 |f:2.3.4,5.6|. Reported procedure: 50 ml of acetonitrile was added to 10.0 g (0.1 mole) of homopiperazine, 2.9 g (0.025 mole) of 2-chloropyrimidine, 6.9 g (0.05 mole) of potassium carbonate and a catalytic amount of potassium iodide, and the mixture was refluxed under heating for 11 hours. The mixture was cooled to room temperature and then filtered, the filtrate obtained was concentrated under reduced pressure, and the residue was applied to silica gel column chromatography (eluent; a chloroform:methanol=8:2 mixed solution) to o...